Task: describe an organic reaction: reactants, conditions, products, and yield. Dataset: the Open Reaction Database (ORD), a public repository of structured organic reaction records The reactants are ClC1=CC=C(C=C1)C1=CC(=C(S1)C)C=1C(C(CC1OC)C(C1CCOCC1)O)=O (2-[5-(4-Chloro-phenyl)-2-methyl-thiophen-3-yl]-5-[hydroxy-(tetrahydro-pyran-4-yl)-methyl]-3-methoxy-cyclopent-2-enone), Cl (hydrochloric acid). The solvent is C(C)(=O)OCC (ethyl acetate), CC(=O)C (acetone). Reaction conditions: temperature 120 celsius. Product: ClC1=CC=C(C=C1)C1=CC(=C(S1)C)C1C(C\C(\C1=O)=C/C1CCOCC1)=O (2-[5-(4-Chloro-phenyl)-2-methyl-thiophen-3-yl]-4-[1-(tetrahydro-pyran-4-yl)-meth-(E)-ylidene]-cyclopentane-1,3-dione). Yield: 33.8%. As a reaction SMILES: [Cl:1][C:2]1[CH:7]=[CH:6][C:5]([C:8]2[S:12][C:11]([CH3:13])=[C:10]([C:14]3[C:15](=[O:29])[CH:16]([CH:21](O)[CH:22]4[CH2:27][CH2:26][O:25][CH2:24][CH2:23]4)[CH2:17][C:18]=3[O:19]C)[CH:9]=2)=[CH:4][CH:3]=1.Cl>CC(C)=O.C(OCC)(=O)C>[Cl:1][C:2]1[CH:3]=[CH:4][C:5]([C:8]2[S:12][C:11]([CH3:13])=[C:10]([CH:14]3[C:15](=[O:29])/[C:16](=[CH:21]/[CH:22]4[CH2:27][CH2:26][O:25][CH2:24][CH2:23]4)/[CH2:17][C:18]3=[O:19])[CH:9]=2)=[CH:6][CH:7]=1. Procedure details: To a solution of 2-[5-(4-Chloro-phenyl)-2-methyl-thiophen-3-yl]-5-[hydroxy-(tetrahydro-pyran-4-yl)-methyl]-3-methoxy-cyclopent-2-enone (280 mg, 0.65 mmol) in acetone (2 ml) was added 2N hydrochloric acid (2 ml) and the reaction heated to 120° C. for 60 minutes by microwave irradiation. The crude reaction was diluted with ethyl acetate (25 ml) and washed with saturated aqueous ammonium chloride solution (25 ml), brine (25 ml) and the organic layer dry loaded onto silica and purified by flash chro... The reactants are C(CCCCCCC)OC1=CC=C(C=C1)C1=CC=C(C=C1)O (4'-n-octyloxy-4-hydroxybiphenyl), [K] (potassium), BrC1=CC=C(CBr)C=C1 (p-bromobenzyl bromide). Solvent: C(C)O (ethanol), C(C)O (ethanol). Yields the product BrC1=CC=C(COC2=CC=C(C=C2)C2=CC=C(C=C2)OCCCCCCCC)C=C1 (4'-n-octyloxy-4-biphenylyl p-bromobenzyl ether). Isolated yield 77.9%. RXN SMILES: [CH2:1]([O:9][C:10]1[CH:15]=[CH:14][C:13]([C:16]2[CH:21]=[CH:20][C:19]([OH:22])=[CH:18][CH:17]=2)=[CH:12][CH:11]=1)[CH2:2][CH2:3][CH2:4][CH2:5][CH2:6][CH2:7][CH3:8].[K].[Br:24][C:25]1[CH:32]=[CH:31][C:28]([CH2:29]Br)=[CH:27][CH:26]=1>C(O)C>[Br:24][C:25]1[CH:32]=[CH:31][C:28]([CH2:29][O:22][C:19]2[CH:20]=[CH:21][C:16]([C:13]3[CH:12]=[CH:11][C:10]([O:9][CH2:1][CH2:2][CH2:3][CH2:4][CH2:5][CH2:6][CH2:7][CH3:8])=[CH:15][CH:14]=3)=[CH:17][CH:18]=2)=[CH:27][CH:26]=1 |^1:22|. Procedure details: 5 g of 4'-n-octyloxy-4-hydroxybiphenyl, 1.5 g of potassium hydrooxide, and 100 g of 95% ethanol were heated under reflux, and a solution wherein 4.2 g of p-bromobenzyl bromide was dissolved in 100 ml of ethanol was added thereto to effect reaction for 2 hours. The reaction liquid was treated in the ordinary method to obtain 6.1 g of 4'-n-octyloxy-4-biphenylyl p-bromobenzyl ether after recrystallization from ethyl acetate. The obtained product showed the following phase transition temperatures: Reaction SMILES: [CH2:1]([CH3:2])[C:3]12[CH:4]([OH:22])[CH2:5][CH2:6][CH:7]1[C:8]1=[C:9]([CH2:10][CH2:11]2)[c:12]2[cH:13][cH:14][c:15]([O:20][CH3:21])[cH:16][c:17]2[CH2:18][CH2:19]1.[Cl-:25].[Li:24].[NH2:27][c:28]1[cH:29][cH:30][cH:31][cH:32][cH:33]1.[NH3:23].[NH4+:26].[O:34]1[CH2:35][CH2:36][CH2:37][CH2:38]1.[OH2:39]>>[CH2:1]([CH3:2])[C:3]12[CH:4]([OH:22])[CH2:5][CH2:6][CH:7]1[CH:8]1[CH:9]([CH2:10][CH2:11]2)[c:12]2[cH:13][cH:14][c:15]([O:20][CH3:21])[cH:16][c:17]2[CH2:18][CH2:19]1. The reactants are CCC12CCC3=C(CCc4cc(OC)ccc43)C1CCC2O, [Cl-], [Li], Nc1ccccc1, N, [NH4+], C1CCOC1, O. Product: CCC12CCC3c4ccc(OC)cc4CCC3C1CCC2O. The reactants are solution, C[Si](C)(C)[N-][Si](C)(C)C.[Na+] (sodium bistrimethylsilylamide), C(C)(C)(C)C(C(=O)N)I (t-butyl iodoacetamide), Cl (hydrochloric acid), BrC1C(NC2=C(C(C1)C1CCCCC1)C=CC(=C2)C)=O (3-bromo-5-cyclohexyl-8-methyl-2,3,4,5-tetrahydro-1H-(1)benzazepin-2-one). The solvent is O1CCCC1 (tetrahydrofuran), O1CCCC1 (tetrahydrofuran), CS(=O)C (dimethylsulfoxide), O1CCCC1 (tetrahydrofuran). Reaction conditions: temperature -78 celsius, time 10 minute. The product is C(C)(C)(C)NC(CN1C(C(CC(C2=C1C=C(C=C2)C)C2CCCCC2)Br)=O)=O (N-t-Butyl 2-[3-bromo-2-oxo-5-cyclohexyl-8-methyl-2,3,4,5,-tetrahydro-1H-(1)benzazepin-1-yl]ethanoic acid amide). Yield: 34.0%. RXN SMILES: [Br:1][CH:2]1[CH2:8][CH:7]([CH:9]2[CH2:14][CH2:13][CH2:12][CH2:11][CH2:10]2)[C:6]2[CH:15]=[CH:16][C:17]([CH3:19])=[CH:18][C:5]=2[NH:4][C:3]1=[O:20].C[Si]([N-][Si](C)(C)C)(C)C.[Na+].C([CH:35](I)[C:36]([NH2:38])=[O:37])(C)(C)C.Cl>O1CCCC1.CS(C)=O>[C:6]([NH:38][C:36](=[O:37])[CH2:35][N:4]1[C:5]2[CH:18]=[C:17]([CH3:19])[CH:16]=[CH:15][C:6]=2[CH:7]([CH:9]2[CH2:10][CH2:11][CH2:12][CH2:13][CH2:14]2)[CH2:8][CH:2]([Br:1])[C:3]1=[O:20])([CH3:15])([CH3:7])[CH3:5] |f:1.2|. Procedure: To a 125 mL round-bottomed flask equipped with nitrogen inlet were added 4.7 grams (13.97 mmol) 3-bromo-5-cyclohexyl-8-methyl-2,3,4,5-tetrahydro-1H-(1)benzazepin-2-one and 70 mL dry tetrahydrofuran. The solution was cooled to -78° C., and 16.8 mL (16.76 mmol) of a 1N solution of sodium bistrimethylsilylamide in tetrahydrofuran was added, followed by a solution of 4.04 grams (16.76 mmol) of t-butyl iodoacetamide in 35 mL dry tetrahydrofuran dropwise over 15 minutes. The reaction was stirred for 1... Reactants: COc1cc(Br)c(F)cc1[N+](=O)[O-], CCO, O. Yields the product COc1cc(Br)c(F)cc1N. Reaction SMILES: [Br:1][c:2]1[c:3]([F:13])[cH:4][c:5]([N+:10]([O-:11])=[O:12])[c:6]([O:8][CH3:9])[cH:7]1.[CH3:14][CH2:15][OH:16].[OH2:17]>>[Br:1][c:2]1[c:3]([F:13])[cH:4][c:5]([NH2:10])[c:6]([O:8][CH3:9])[cH:7]1. Reactants: C(C1=CC=CC=C1)OC1=CC=C(C(C2=CC=CC=C2)O)C=C1 (4-benzyloxybenzhydrol), C(C)(C)NS(=O)(=O)C=1NC2=CC=CC=C2C1 (N-isopropylindole-2-sulfonamide). Product: C(C)(C)NS(=O)(=O)C=1NC2=CC=CC=C2C1C(C1=CC=C(C=C1)OCC1=CC=CC=C1)C1=CC=CC=C1 (N-Isopropyl-3-(4-benzyloxybenzhydryl)indole-2-sulfonamide). The yield is 84.3%. RXN SMILES: [CH2:1]([O:8][C:9]1[CH:22]=[CH:21][C:12]([CH:13](O)[C:14]2[CH:19]=[CH:18][CH:17]=[CH:16][CH:15]=2)=[CH:11][CH:10]=1)[C:2]1[CH:7]=[CH:6][CH:5]=[CH:4][CH:3]=1.[CH:23]([NH:26][S:27]([C:30]1[NH:31][C:32]2[C:37]([CH:38]=1)=[CH:36][CH:35]=[CH:34][CH:33]=2)(=[O:29])=[O:28])([CH3:25])[CH3:24]>>[CH:23]([NH:26][S:27]([C:30]1[NH:31][C:32]2[C:37]([C:38]=1[CH:13]([C:14]1[CH:19]=[CH:18][CH:17]=[CH:16][CH:15]=1)[C:12]1[CH:21]=[CH:22][C:9]([O:8][CH2:1][C:2]3[CH:7]=[CH:6][CH:5]=[CH:4][CH:3]=3)=[CH:10][CH:11]=1)=[CH:36][CH:35]=[CH:34][CH:33]=2)(=[O:29])=[O:28])([CH3:25])[CH3:24]. Procedure details: Substantially the same procedure as in Example 266 was repeated using 4-benzyloxybenzhydrol (1.31 g, 4.50 mmol) and N-isopropylindole-2-sulfonamide (1.00 g, 4.46 mmol) to give 1.92 g (yield: 84%) of the title compound.